From a dataset of the Open Reaction Database (ORD), a public repository of structured organic reaction records. describe an organic reaction: reactants, conditions, products, and yield Procedure details: Perfluoroneopentane is prepared from CI4 employing the apparatus described above. Five grams of carbon tetraiodide were placed in the Vycor container and the reactor was evacuated to 0.1 mm pressure. The Vycor container is located as in the position shown in the FIGURE. Hexafluoroethane was admitted to the reactor at a flow rate of 15 cc/min to maintain a 0.5 to 1 mm pressure during constant pumping. The discharge was initiated at 10 megahertz and 20 watts using a radio frequency generator. Afte... RXN SMILES: C(I)(I)(I)I.[C:6]([C:16]([F:19])([F:18])[F:17])([C:12]([F:15])([F:14])[F:13])([C:8]([F:11])([F:10])[F:9])I>>[F:9][C:8]([F:11])([F:10])[C:6]([C:8]([F:11])([F:10])[F:9])([C:16]([F:19])([F:18])[F:17])[C:12]([F:15])([F:14])[F:13]. The yield is 55.0%. Product: FC(C(C(F)(F)F)(C(F)(F)F)C(F)(F)F)(F)F (Perfluoroneopentane), white solid. Starting materials: C(I)(I)(I)I (CI4), C(I)(C(F)(F)F)(C(F)(F)F)C(F)(F)F (CI(CF3)3), C(I)(I)(I)I (carbon tetraiodide). Starting materials: C(C)OC(=O)C=1C(=C2C(=C(N1)Br)SN=C2C2=C(C=CC=C2)F)O (7-Bromo-3-(2-fluoro-phenyl)-4-hydroxy-isothiazolo[5,4-c]pyridine-5-carboxylic acid ethyl ester), C1(=CC=CC=C1)B(O)O (phenylboronic acid). Product: C(C)OC(=O)C=1C(=C2C(=C(N1)C1=CC=CC=C1)SN=C2C2=C(C=CC=C2)F)O (3-(2-Fluoro-phenyl)-4-hydroxy-7-phenyl-isothiazolo[5,4-c]pyridine-5-carboxylic acid ethyl ester). Reaction SMILES: [CH2:1]([O:3][C:4]([C:6]1[C:7]([OH:23])=[C:8]2[C:15]([C:16]3[CH:21]=[CH:20][CH:19]=[CH:18][C:17]=3[F:22])=[N:14][S:13][C:9]2=[C:10](Br)[N:11]=1)=[O:5])[CH3:2].[C:24]1(B(O)O)[CH:29]=[CH:28][CH:27]=[CH:26][CH:25]=1>>[CH2:1]([O:3][C:4]([C:6]1[C:7]([OH:23])=[C:8]2[C:15]([C:16]3[CH:21]=[CH:20][CH:19]=[CH:18][C:17]=3[F:22])=[N:14][S:13][C:9]2=[C:10]([C:24]2[CH:29]=[CH:28][CH:27]=[CH:26][CH:25]=2)[N:11]=1)=[O:5])[CH3:2]. Reported procedure: The title compound was synthesized in analogy to Example 1 from 7-Bromo-3-(2-fluoro-phenyl)-4-hydroxy-isothiazolo[5,4-c]pyridine-5-carboxylic acid ethyl ester and phenylboronic acid: MS (m/z) 395.1 (M+1).